From a dataset of the Open Reaction Database (ORD), a public repository of structured organic reaction records. describe an organic reaction: reactants, conditions, products, and yield Reactants: Cl (hydrochloric acid), ClC1=CC(=C(C=C1OC1=NC=CC=C1C(F)(F)F)N=C1NN(C(S1)=O)C=O)F (5-[4-chloro-2-fluoro-5-(3-trifluoromethyl-2-pyridyloxy)phenylimino]-3-formyl-1,3,4-thiadiazolidin-2-one). The solvent is CO (methanol), CC(=O)C (acetone). Reaction conditions: time 0.5 hour. Yields the product ClC1=CC(=C(C=C1OC1=NC=CC=C1C(F)(F)F)N=C1NNC(S1)=O)F (5-[4-Chloro-2-fluoro-5-(3-trifluoromethyl-2-pyridyloxy)phenylimino]-1,3,4-thiadiazolidin-2-one). Yield: 32.4%. RXN SMILES: Cl.[Cl:2][C:3]1[C:8]([O:9][C:10]2[C:15]([C:16]([F:19])([F:18])[F:17])=[CH:14][CH:13]=[CH:12][N:11]=2)=[CH:7][C:6]([N:20]=[C:21]2[S:25][C:24](=[O:26])[N:23](C=O)[NH:22]2)=[C:5]([F:29])[CH:4]=1>CO.CC(C)=O>[Cl:2][C:3]1[C:8]([O:9][C:10]2[C:15]([C:16]([F:18])([F:19])[F:17])=[CH:14][CH:13]=[CH:12][N:11]=2)=[CH:7][C:6]([N:20]=[C:21]2[S:25][C:24](=[O:26])[NH:23][NH:22]2)=[C:5]([F:29])[CH:4]=1. Procedure details: A solution of 10% hydrochloric acid in methanol (8 ml) was added to a solution of 5-[4-chloro-2-fluoro-5-(3-trifluoromethyl-2-pyridyloxy)phenylimino]-3-formyl-1,3,4-thiadiazolidin-2-one (3.3 g) in acetone (60 ml). After stirring for 0.5 hour, the solvents were removed and the residue processed. A minimal amount of ethanol was used to dissolved the residue and hexane added to induce crystallization. The crystals were filtered off and dried to give the product (1.0 g, 36%). The reactants are [Cl-], CC(C)C(Nc1ccc(C(F)(F)F)cc1Cl)C(=O)O, OCc1cccc(Oc2ccc(F)cc2)n1. Product: CC(C)C(Nc1ccc(C(F)(F)F)cc1Cl)C(=O)OCc1cccc(Oc2ccc(F)cc2)n1. RXN SMILES: [Cl-:1].[Cl:2][c:3]1[c:4]([NH:13][CH:14]([C:15](=[O:16])[OH:17])[CH:18]([CH3:19])[CH3:20])[cH:5][cH:6][c:7]([C:9]([F:10])([F:11])[F:12])[cH:8]1.[F:21][c:22]1[cH:23][cH:24][c:25]([O:26][c:27]2[cH:28][cH:29][cH:30][c:31]([CH2:33][OH:34])[n:32]2)[cH:35][cH:36]1>>[Cl:2][c:3]1[c:4]([NH:13][CH:14]([C:15](=[O:16])[O:17][CH2:33][c:31]2[cH:30][cH:29][cH:28][c:27]([O:26][c:25]3[cH:24][cH:23][c:22]([F:21])[cH:36][cH:35]3)[n:32]2)[CH:18]([CH3:19])[CH3:20])[cH:5][cH:6][c:7]([C:9]([F:10])([F:11])[F:12])[cH:8]1. The product is N#CC(CCC(F)(F)C(F)(F)C(F)(F)C(F)(F)F)S(=O)(=O)CCC(F)(F)F. As a reaction SMILES: [C:29](=[O:30])([O-:31])[O-:32].[CH3:36][N:37]([CH3:38])[CH:39]=[O:40].[ClH:35].[F:17][C:18]([CH2:19][CH2:20][S:21](=[O:22])(=[O:23])[CH2:24][C:25]#[N:26])([F:27])[F:28].[I:1][CH2:2][CH2:3][C:4]([C:5]([C:6]([C:7]([F:8])([F:9])[F:10])([F:11])[F:12])([F:13])[F:14])([F:15])[F:16].[K+:33].[K+:34]>>[CH2:2]([CH2:3][C:4]([C:5]([C:6]([C:7]([F:8])([F:9])[F:10])([F:11])[F:12])([F:13])[F:14])([F:15])[F:16])[CH:24]([S:21]([CH2:20][CH2:19][C:18]([F:17])([F:27])[F:28])(=[O:22])=[O:23])[C:25]#[N:26]. The reactants are O=C([O-])[O-], CN(C)C=O, Cl, N#CCS(=O)(=O)CCC(F)(F)F, FC(F)(F)C(F)(F)C(F)(F)C(F)(F)CCI, [K+], [K+]. Reaction SMILES: [CH2:1]([CH2:2][CH2:3][CH3:4])[c:5]1[n:6][c:7]([Cl:39])[c:8]([CH2:37][OH:38])[n:9]1[CH2:10][c:11]1[cH:12][cH:13][c:14](-[c:17]2[c:18](-[c:23]3[n:24][n:25][n:26]([C:28]([CH3:29])([c:30]4[cH:31][cH:32][cH:33][cH:34][cH:35]4)[CH3:36])[n:27]3)[cH:19][cH:20][cH:21][cH:22]2)[cH:15][cH:16]1.[Cl:40][CH2:41][Cl:42]>>[CH2:1]([CH2:2][CH2:3][CH3:4])[c:5]1[n:6][c:7]([Cl:39])[c:8]([CH2:37][OH:38])[n:9]1[CH2:10][c:11]1[cH:12][cH:13][c:14](-[c:17]2[c:18](-[c:23]3[nH:24][n:25][n:26][n:27]3)[cH:19][cH:20][cH:21][cH:22]2)[cH:15][cH:16]1. Yields the product CCCCc1nc(Cl)c(CO)n1Cc1ccc(-c2ccccc2-c2nnn[nH]2)cc1. Reactants: CCCCc1nc(Cl)c(CO)n1Cc1ccc(-c2ccccc2-c2nnn(C(C)(C)c3ccccc3)n2)cc1, ClCCl. The reactants are FC1=C2C(=C3C=CC(OC3=C1F)CCCCC)C=C(O2)C (4,5-difluoro-2-methyl-7-pentyl-7H-furo[3,2-f]chromene). The reagents and catalysts are [Pd] (Pd/C). Solvent: C1(=CC=CC=C1)C (toluene). Yields the product FC1=C2C(=C3CCC(OC3=C1F)CCCCC)C=C(O2)C (4,5-difluoro-2-methyl-7-pentyl-8,9-dihydro-7H-furo[3,2-f]chromene). RXN SMILES: [F:1][C:2]1[C:11]([F:12])=[C:10]2[C:5]([CH:6]=[CH:7][CH:8]([CH2:13][CH2:14][CH2:15][CH2:16][CH3:17])[O:9]2)=[C:4]2[CH:18]=[C:19]([CH3:21])[O:20][C:3]=12>C1(C)C=CC=CC=1.[Pd]>[F:1][C:2]1[C:11]([F:12])=[C:10]2[C:5]([CH2:6][CH2:7][CH:8]([CH2:13][CH2:14][CH2:15][CH2:16][CH3:17])[O:9]2)=[C:4]2[CH:18]=[C:19]([CH3:21])[O:20][C:3]=12. Procedure: 2.8 g (9.58 mmol) of 4,5-difluoro-2-methyl-7-pentyl-7H-furo[3,2-f]chromene are hydrogenated for a few minutes in toluene using elemental hydrogen in the presence of Pd/C (5% Pd). The reaction soln. is concentrated to dryness, and the residue is purified by column chromatography (SiO2, n-heptane:1-chlorobutane=2:1). The further purification is carried out by recrystallisation from ethanol, giving 4,5-difluoro-2-methyl-7-pentyl-8,9-dihydro-7H-furo[3,2-f]chromene as a colourless solid having an m.p...